Task: describe an organic reaction: reactants, conditions, products, and yield. Dataset: the Open Reaction Database (ORD), a public repository of structured organic reaction records Reactants: IC1=CC=C(C=C1)\C(=C/COC1=CC(=C(OCC(=O)OC)C=C1)C)\C1=CC=C(C=C1)C(F)(F)F (methyl (Z)-[4-[3-(4-iodophenyl)-3-(4-trifluoromethylphenyl)allyloxy]-2-methylphenoxy]acetate), O1CCCC1 (tetrahydrofuran), C(C#C)N1N=CC=C1 (1-propargylpyrazole). The reagents and catalysts are C=1C=CC(=CC1)[P](C=2C=CC=CC2)(C=3C=CC=CC3)[Pd]([P](C=4C=CC=CC4)(C=5C=CC=CC5)C=6C=CC=CC6)([P](C=7C=CC=CC7)(C=8C=CC=CC8)C=9C=CC=CC9)[P](C=1C=CC=CC1)(C=1C=CC=CC1)C=1C=CC=CC1 (tetrakis(triphenylphosphine)palladium), [Cu]I (copper(I) iodide). Run in C(C)N(CC)CC (triethylamine). Reaction conditions: time 48 hour. The product is CC1=C(OCC(=O)OC)C=CC(=C1)OC\C=C(\C1=CC=C(C=C1)C(F)(F)F)/C1=CC=C(C=C1)C#CCN1N=CC=C1 (methyl (E)-[2-methyl-4-[3-[4-[3-(pyrazol-1-yl)prop-1-ynyl]phenyl]-3-(4-trifluoromethylphenyl)allyloxy]-phenoxy]acetate). As a reaction SMILES: I[C:2]1[CH:7]=[CH:6][C:5](/[C:8](/[C:25]2[CH:30]=[CH:29][C:28]([C:31]([F:34])([F:33])[F:32])=[CH:27][CH:26]=2)=[CH:9]\[CH2:10][O:11][C:12]2[CH:23]=[CH:22][C:15]([O:16][CH2:17][C:18]([O:20][CH3:21])=[O:19])=[C:14]([CH3:24])[CH:13]=2)=[CH:4][CH:3]=1.O1CCCC1.[CH2:40]([N:43]1[CH:47]=[CH:46][CH:45]=[N:44]1)[C:41]#[CH:42]>C1C=CC([P]([Pd]([P](C2C=CC=CC=2)(C2C=CC=CC=2)C2C=CC=CC=2)([P](C2C=CC=CC=2)(C2C=CC=CC=2)C2C=CC=CC=2)[P](C2C=CC=CC=2)(C2C=CC=CC=2)C2C=CC=CC=2)(C2C=CC=CC=2)C2C=CC=CC=2)=CC=1.[Cu]I.C(N(CC)CC)C>[CH3:24][C:14]1[CH:13]=[C:12]([O:11][CH2:10]/[CH:9]=[C:8](\[C:5]2[CH:4]=[CH:3][C:2]([C:42]#[C:41][CH2:40][N:43]3[CH:47]=[CH:46][CH:45]=[N:44]3)=[CH:7][CH:6]=2)/[C:25]2[CH:26]=[CH:27][C:28]([C:31]([F:32])([F:34])[F:33])=[CH:29][CH:30]=2)[CH:23]=[CH:22][C:15]=1[O:16][CH2:17][C:18]([O:20][CH3:21])=[O:19] |^1:51,53,72,91|. Reported procedure: A solution of the above ester (375 mg, 0.644 mmol) in the mixture of tetrahydrofuran (5 mL) and triethylamine (5 mL) was degassed and 1-propargylpyrazole (123 mg, 1.16 mmol) was added in argon atmosphere. The solution was cooled down; tetrakis(triphenylphosphine)palladium (59.5 mg, 0.052 mmol) and copper(I) iodide (19.6 mg, 0.103 mmol) were added. The reaction mixture was stirred at ambient temperature for 48 h. The mixture was evaporated in vacuo and the residue was purified by flash column chr... Reactants: NC(CCCCC[C@@H](C=1NC(=CN1)C1=CC2=CC=CC=C2C=C1)NC(OCC1=CC=CC=C1)=O)=O (Benzyl {(1S)-7-amino-1-[5-(2-naphthyl)-1H-imidazol-2-yl]-7-oxoheptyl}carbamate). The reagents and catalysts are [Pd] (Pd/C). The solvent is CO (MeOH). Run at time 2.5 hour. Yields the product N[C@@H](CCCCCC(=O)N)C=1NC(=CN1)C1=CC2=CC=CC=C2C=C1 ((7S)-7-Amino-7-[5-(2-naphthyl)-1H-imidazol-2-yl]heptanamide). RXN SMILES: [NH2:1][C:2](=[O:35])[CH2:3][CH2:4][CH2:5][CH2:6][CH2:7][C@H:8]([NH:24]C(=O)OCC1C=CC=CC=1)[C:9]1[NH:10][C:11]([C:14]2[CH:23]=[CH:22][C:21]3[C:16](=[CH:17][CH:18]=[CH:19][CH:20]=3)[CH:15]=2)=[CH:12][N:13]=1>CO.[Pd]>[NH2:24][C@H:8]([C:9]1[NH:10][C:11]([C:14]2[CH:23]=[CH:22][C:21]3[C:16](=[CH:17][CH:18]=[CH:19][CH:20]=3)[CH:15]=2)=[CH:12][N:13]=1)[CH2:7][CH2:6][CH2:5][CH2:4][CH2:3][C:2]([NH2:1])=[O:35]. Reported procedure: A solution of the amide (ZZ5) (1 eq.) in MeOH was cooled at 0° C. under N2, then Pd/C (10% wt) was added. After two vacuum-H2 cycles the mixture was stirred 2.5 hr under an H2 atmosphere. The catalyst was filtered off and washed with MeOH then the solvent was removed under reduced pressure. The crude was used as such in the following reaction. MS (ES) C20H24N4O requires: 336, found: 337 (M+H)+. Starting materials: OC1(CCOCC1)C=1SC(=CC1)SC1=CC2=CC=CC=C2C=C1 (4-hydroxy-4-[5-(naphth-2-ylthio)thien-2-yl]tetrahydropyran), CI (methyl iodide). The product is COC1(CCOCC1)C=1SC(=CC1)SC1=CC2=CC=CC=C2C=C1 (4-methoxy-4-[5-(naphth-2-ylthio)thien-2-yl]tetrahydropyran). The yield is 81.0%. As a reaction SMILES: [OH:1][C:2]1([C:8]2[S:9][C:10]([S:13][C:14]3[CH:23]=[CH:22][C:21]4[C:16](=[CH:17][CH:18]=[CH:19][CH:20]=4)[CH:15]=3)=[CH:11][CH:12]=2)[CH2:7][CH2:6][O:5][CH2:4][CH2:3]1.[CH3:24]I>>[CH3:24][O:1][C:2]1([C:8]2[S:9][C:10]([S:13][C:14]3[CH:23]=[CH:22][C:21]4[C:16](=[CH:17][CH:18]=[CH:19][CH:20]=4)[CH:15]=3)=[CH:11][CH:12]=2)[CH2:3][CH2:4][O:5][CH2:6][CH2:7]1. Reported procedure: Using the procedure described in Example 1, 4-hydroxy-4-[5-(naphth-2-ylthio)thien-2-yl]tetrahydropyran was reacted with methyl iodide to give 4-methoxy-4-[5-(naphth-2-ylthio)thien-2-yl]tetrahydropyran in 81% yield, m.p. 70° C.